describe an organic reaction: reactants, conditions, products, and yield From a dataset of the Open Reaction Database (ORD), a public repository of structured organic reaction records. Reactants: CN(C)C=O, CN, COc1nc2cc(Cl)c(Cl)c(C(=O)O)c2nc1OC, O=C(Cl)C(=O)Cl, ClCCl. Product: CNC(=O)c1c(Cl)c(Cl)cc2nc(OC)c(OC)nc12. Reaction SMILES: [CH3:20][N:21]([CH3:22])[CH:23]=[O:24].[CH3:31][NH2:32].[Cl:1][c:2]1[c:3]([C:17](=[O:18])[OH:19])[c:4]2[n:5][c:6]([O:15][CH3:16])[c:7]([O:13][CH3:14])[n:8][c:9]2[cH:10][c:11]1[Cl:12].[Cl:25][C:26]([C:27]([Cl:28])=[O:29])=[O:30].[Cl:33][CH2:34][Cl:35]>>[Cl:1][c:2]1[c:3]([C:17](=[O:19])[NH:21][CH3:20])[c:4]2[n:5][c:6]([O:15][CH3:16])[c:7]([O:13][CH3:14])[n:8][c:9]2[cH:10][c:11]1[Cl:12]. Starting materials: COCC(=O)O, ClCCl, CC(C)(C)OC(=O)CC(CCCC1CCCCC1)c1nc(CN)no1, On1nnc2ccccc21. The product is COCC(=O)NCc1noc(C(CCCC2CCCCC2)CC(=O)OC(C)(C)C)n1. Reaction SMILES: [CH3:26][O:27][CH2:28][C:29](=[O:30])[OH:31].[Cl:42][CH2:43][Cl:44].[NH2:1][CH2:2][c:3]1[n:4][o:5][c:6]([CH:8]([CH2:9][C:10](=[O:11])[O:12][C:13]([CH3:14])([CH3:15])[CH3:16])[CH2:17][CH2:18][CH2:19][CH:20]2[CH2:21][CH2:22][CH2:23][CH2:24][CH2:25]2)[n:7]1.[OH:32][n:33]1[c:34]2[c:35]([cH:36][cH:37][cH:38][cH:39]2)[n:40][n:41]1>>[NH:1]([CH2:2][c:3]1[n:4][o:5][c:6]([CH:8]([CH2:9][C:10](=[O:11])[O:12][C:13]([CH3:14])([CH3:15])[CH3:16])[CH2:17][CH2:18][CH2:19][CH:20]2[CH2:21][CH2:22][CH2:23][CH2:24][CH2:25]2)[n:7]1)[C:29]([CH2:28][O:27][CH3:26])=[O:30]. Reactants: Cc1onc(NS(=O)(=O)c2ccc(-c3ccccc3)cc2)c1Br, Cc1onc(N)c1Br, O=S(=O)(Cl)c1ccc(-c2ccccc2)cc1. Yields the product Cc1onc(N(S(=O)(=O)c2ccc(-c3ccccc3)cc2)S(=O)(=O)c2ccc(-c3ccccc3)cc2)c1Br. As a reaction SMILES: [Br:1][c:2]1[c:3]([NH:8][S:9](=[O:10])(=[O:11])[c:12]2[cH:13][cH:14][c:15](-[c:18]3[cH:19][cH:20][cH:21][cH:22][cH:23]3)[cH:16][cH:17]2)[n:4][o:5][c:6]1[CH3:7].[NH2:24][c:25]1[c:26]([Br:27])[c:28]([CH3:29])[o:30][n:31]1.[c:32]1(-[c:42]2[cH:43][cH:44][cH:45][cH:46][cH:47]2)[cH:33][cH:34][c:35]([S:38](=[O:39])(=[O:40])[Cl:41])[cH:36][cH:37]1>>[Br:1][c:2]1[c:3]([N:8]([S:9](=[O:10])(=[O:11])[c:12]2[cH:13][cH:14][c:15](-[c:18]3[cH:19][cH:20][cH:21][cH:22][cH:23]3)[cH:16][cH:17]2)[S:38]([c:35]2[cH:34][cH:33][c:32](-[c:42]3[cH:43][cH:44][cH:45][cH:46][cH:47]3)[cH:37][cH:36]2)(=[O:39])=[O:40])[n:4][o:5][c:6]1[CH3:7]. Starting materials: C(C(=O)Cl)(=O)Cl (Oxalyl chloride), CN(C)C=O (DMF), C(Cl)Cl (CH2Cl2), FC1=C(C(=O)O)C=C(C=C1F)[N+](=O)[O-] (2,3-difluoro-5-nitrobenzoic acid). Run in CO (MeOH). Reaction conditions: time 15 minute. Product: FC1=C(C(=O)OC)C=C(C=C1F)[N+](=O)[O-] (methyl 2,3-difluoro-5-nitrobenzoate). RXN SMILES: C(Cl)(=O)C(Cl)=O.CN([CH:10]=[O:11])C.C(Cl)Cl.[F:15][C:16]1[C:24]([F:25])=[CH:23][C:22]([N+:26]([O-:28])=[O:27])=[CH:21][C:17]=1[C:18](O)=[O:19]>CO>[F:15][C:16]1[C:24]([F:25])=[CH:23][C:22]([N+:26]([O-:28])=[O:27])=[CH:21][C:17]=1[C:18]([O:11][CH3:10])=[O:19]. Reported procedure: Oxalyl chloride (1 ml) and DMF (5 μl) were added to a CH2Cl2 (1.6 ml) solution containing 2,3-difluoro-5-nitrobenzoic acid (1.61 g) obtained in the 1st step, followed by stirring at room temperature for 15 minutes. The reaction solution was poured into a liquid mixture of MeOH/Py (100 ml/1.28 ml) and the solvent was distilled away under reduced pressure. The obtained residue was purified by silica gel chromatography (n-hexane:ethyl acetate=1:0 to 4:1). A light yellow solid of methyl 2,3-difluoro... Reactants: O=C([O-])[O-], CCC#N, CN(C)CCOc1ccc(-n2ccn(-c3ccc(O)cc3)c2=O)cc1, CCC(C)Br, [Cs+], [Cs+]. Yields the product CCC(C)Oc1ccc(-n2ccn(-c3ccc(OCCN(C)C)cc3)c2=O)cc1. Reaction SMILES: [C:26](=[O:27])([O-:28])[O-:29].[C:37](#[N:38])[CH2:39][CH3:40].[CH3:1][N:2]([CH2:3][CH2:4][O:5][c:6]1[cH:7][cH:8][c:9](-[n:12]2[c:13](=[O:24])[n:14](-[c:17]3[cH:18][cH:19][c:20]([OH:23])[cH:21][cH:22]3)[cH:15][cH:16]2)[cH:10][cH:11]1)[CH3:25].[CH3:32][CH:33]([CH2:34][CH3:35])[Br:36].[Cs+:30].[Cs+:31]>>[CH3:1][N:2]([CH2:3][CH2:4][O:5][c:6]1[cH:7][cH:8][c:9](-[n:12]2[c:13](=[O:24])[n:14](-[c:17]3[cH:18][cH:19][c:20]([O:23][CH:33]([CH3:32])[CH2:34][CH3:35])[cH:21][cH:22]3)[cH:15][cH:16]2)[cH:10][cH:11]1)[CH3:25]. Reactants: O[C@@H](C(=O)O)C ((2R)-2-hydroxypropanoic acid), CC(C)(C)[Si](C1=CC=CC=C1)(C2=CC=CC=C2)Cl (TBDPSCl), N1C=NC=C1 (imidazole). Run in CN(C)C=O (DMF). Run at time 8 hour. Product: [Si](C1=CC=CC=C1)(C1=CC=CC=C1)(C(C)(C)C)O[C@@H](C(=O)O)C ((2R)-2-{[tert-Butyl(diphenyl)silyl]oxy}propanoic acid). As a reaction SMILES: [OH:1][C@H:2]([CH3:6])[C:3]([OH:5])=[O:4].[CH3:7][C:8]([Si:11](Cl)([C:18]1[CH:23]=[CH:22][CH:21]=[CH:20][CH:19]=1)[C:12]1[CH:17]=[CH:16][CH:15]=[CH:14][CH:13]=1)([CH3:10])[CH3:9].N1C=CN=C1>CN(C=O)C>[Si:11]([O:1][C@H:2]([CH3:6])[C:3]([OH:5])=[O:4])([C:8]([CH3:10])([CH3:9])[CH3:7])([C:18]1[CH:19]=[CH:20][CH:21]=[CH:22][CH:23]=1)[C:12]1[CH:17]=[CH:16][CH:15]=[CH:14][CH:13]=1. Procedure: To a solution of (2R)-2-hydroxypropanoic acid (5 g) in DMF (20 ml) was added TBDPSCl (33.0 g) and imidazole (16.4 g). The reaction was then stirred overnight at RT. The reaction was partitioned between EtOAc (200 ml) and H2O (200 ml). The organics were recovered and washed with 10% citric acid (200 ml), H2O (200 ml) and finally brine (200 ml). The organics were then collected, dried (MgSO4) before being reduced in vacuo. The residue was dissolved in MeOH (200 ml), cooled in an ice bath and potas... Starting materials: BrC=1C=NC=C(C=O)C1 (5-bromonicotinaldehyde), phosphonium ylide, BrC=1C=NC=C(C=O)C1 (5-bromonicotinaldehyde), C(CCC)[Li] (n-butyllithium). The reagents and catalysts are [Br-].C[P+](C1=CC=CC=C1)(C1=CC=CC=C1)C1=CC=CC=C1 (methyltriphenylphosphonium bromide). Run in C1CCOC1 (THF), C1CCOC1 (THF), C1CCOC1 (THF). Reaction conditions: temperature -78 celsius, time 30 minute. Product: BrC=1C=NC=CC1C=C (3-bromo-4-vinyl-pyridine). As a reaction SMILES: [CH2:1]([Li])[CH2:2]CC.[Br:6][C:7]1[CH:8]=[N:9][CH:10]=[C:11]([CH:14]=1)C=O>[Br-].C[P+](C1C=CC=CC=1)(C1C=CC=CC=1)C1C=CC=CC=1.C1COCC1>[Br:6][C:7]1[CH:8]=[N:9][CH:10]=[CH:11][C:14]=1[CH:1]=[CH2:2] |f:2.3|. Procedure: To a solution of methyltriphenylphosphonium bromide (2.97 g, 8.33 mmol) in THF (45 ml) at −78° C. was added n-butyllithium (2.5 M in hexanes, 2.7 mL, 6.75 mmol). The resulting yellow reaction mixture was stirred for 30 min at −78° C. In a separate flask THF (9 mL) was added to 5-bromonicotinaldehyde (CAS#113118-81-3, 837 mg, 4.5 mmol). The resulting 5-bromonicotinaldehyde solution was the transferred, via cannula, to the phosphonium ylide mixture followed by a 2 mL THF wash. The reaction was all... Starting materials: CN1CCN(Cc2ccc(N)cc2)CC1, CCN(C(C)C)C(C)C, O=C(Cl)c1cccc2cc(Oc3cc(Cl)ncn3)ccc12, ClCCl, [Na+], O=C([O-])O. Product: CN1CCN(Cc2ccc(NC(=O)c3cccc4cc(Oc5cc(Cl)ncn5)ccc34)cc2)CC1. As a reaction SMILES: [CH3:22][N:23]1[CH2:24][CH2:25][N:26]([CH2:29][c:30]2[cH:31][cH:32][c:33]([NH2:36])[cH:34][cH:35]2)[CH2:27][CH2:28]1.[CH:37]([N:38]([CH:39]([CH3:40])[CH3:41])[CH2:42][CH3:43])([CH3:44])[CH3:45].[Cl:1][c:2]1[cH:3][c:4]([O:8][c:9]2[cH:10][c:11]3[cH:12][cH:13][cH:14][c:15]([C:19](=[O:20])[Cl:21])[c:16]3[cH:17][cH:18]2)[n:5][cH:6][n:7]1.[Cl:51][CH2:52][Cl:53].[Na+:50].[O-:46][C:47]([OH:48])=[O:49]>>[Cl:1][c:2]1[cH:3][c:4]([O:8][c:9]2[cH:10][c:11]3[cH:12][cH:13][cH:14][c:15]([C:19](=[O:20])[NH:36][c:33]4[cH:32][cH:31][c:30]([CH2:29][N:26]5[CH2:25][CH2:24][N:23]([CH3:22])[CH2:28][CH2:27]5)[cH:35][cH:34]4)[c:16]3[cH:17][cH:18]2)[n:5][cH:6][n:7]1. Reactants: OCC1=CC=C(CCC2=CC=CC=3N2C=NC3)C=C1 (5-[p-(Hydroxymethyl)phenethyl]imidazo[1,5-a]pyridine). Reagents/catalysts: [O-2].[O-2].[Mn+4] (manganese dioxide). Solvent: C(Cl)Cl (methylene chloride). Product: C(=O)C1=CC=C(CCC2=CC=CC=3N2C=NC3)C=C1 (5-(p-formylphenethyl)imidazo[1,5-a]pyridine). As a reaction SMILES: [OH:1][CH2:2][C:3]1[CH:19]=[CH:18][C:6]([CH2:7][CH2:8][C:9]2[N:14]3[CH:15]=[N:16][CH:17]=[C:13]3[CH:12]=[CH:11][CH:10]=2)=[CH:5][CH:4]=1>C(Cl)Cl.[O-2].[O-2].[Mn+4]>[CH:2]([C:3]1[CH:4]=[CH:5][C:6]([CH2:7][CH2:8][C:9]2[N:14]3[CH:15]=[N:16][CH:17]=[C:13]3[CH:12]=[CH:11][CH:10]=2)=[CH:18][CH:19]=1)=[O:1] |f:2.3.4|. Reported procedure: 5-[p-(Hydroxymethyl)phenethyl]imidazo[1,5-a]pyridine (2.52 g) is refluxed in 100 ml of methylene chloride with 25.2 g of activated manganese dioxide for 24 hours. The mixture is filtered and evaporated to yield 5-(p-formylphenethyl)imidazo[1,5-a]pyridine.